describe an organic reaction: reactants, conditions, products, and yield From a dataset of the Open Reaction Database (ORD), a public repository of structured organic reaction records. Starting materials: [Br-], [Br-], CC(Cl)OC(=O)Oc1ccccc1, C[SiH](C)C, CCCC[N+](CCCC)(CCCC)CCCC. The product is CC(Br)OC(=O)Oc1ccccc1. RXN SMILES: [Br-:14].[Br-:19].[C:1]([O:2][CH:3]([CH3:4])[Cl:5])([O:6][c:7]1[cH:8][cH:9][cH:10][cH:11][cH:12]1)=[O:13].[CH3:15][SiH:16]([CH3:17])[CH3:18].[CH3:20][CH2:21][CH2:22][CH2:23][N+:24]([CH2:25][CH2:26][CH2:27][CH3:28])([CH2:29][CH2:30][CH2:31][CH3:32])[CH2:33][CH2:34][CH2:35][CH3:36]>>[C:1]([O:2][CH:3]([CH3:4])[Br:14])([O:6][c:7]1[cH:8][cH:9][cH:10][cH:11][cH:12]1)=[O:13].